This data is from the Open Reaction Database (ORD), a public repository of structured organic reaction records. The task is: describe an organic reaction: reactants, conditions, products, and yield The reactants are CC(C)(C)OC(=O)Nc1ccc(-c2ccc(F)cc2)cc1NC(=O)CC(=O)c1cccc(-n2cncn2)c1, ClCCl, O=C(O)C(F)(F)F. The product is O=C1CC(c2cccc(-n3cncn3)c2)=Nc2ccc(-c3ccc(F)cc3)cc2N1. Reaction SMILES: [C:1]([O:2][C:3](=[O:4])[NH:7][c:8]1[c:9]([NH:21][C:22]([CH2:23][C:24](=[O:5])[c:25]2[cH:26][c:27](-[n:31]3[n:32][cH:33][n:34][cH:35]3)[cH:28][cH:29][cH:30]2)=[O:37])[cH:10][c:11](-[c:14]2[cH:15][cH:16][c:17]([F:20])[cH:18][cH:19]2)[cH:12][cH:13]1)([CH3:6])([CH3:36])[CH3:38].[Cl:46][CH2:47][Cl:48].[F:39][C:40]([F:41])([F:42])[C:43]([OH:44])=[O:45]>>[N:7]1=[C:24]([c:25]2[cH:26][c:27](-[n:31]3[n:32][cH:33][n:34][cH:35]3)[cH:28][cH:29][cH:30]2)[CH2:23][C:22](=[O:37])[NH:21][c:9]2[c:8]1[cH:13][cH:12][c:11](-[c:14]1[cH:15][cH:16][c:17]([F:20])[cH:18][cH:19]1)[cH:10]2. Reactants: CCOC(=O)CBr, Cc1cc(O)c2c(c1Oc1ccc(OCc3ccccc3)c(C(C)C)c1)CCC2. Yields the product CCOC(=O)COc1cc(C)c(Oc2ccc(OCc3ccccc3)c(C(C)C)c2)c2c1CCC2. RXN SMILES: [Br:30][CH2:31][C:32](=[O:33])[O:34][CH2:35][CH3:36].[CH2:1]([c:2]1[cH:3][cH:4][cH:5][cH:6][cH:7]1)[O:8][c:9]1[c:10]([CH:27]([CH3:28])[CH3:29])[cH:11][c:12]([O:13][c:14]2[c:15]([CH3:24])[cH:16][c:17]([OH:23])[c:18]3[c:22]2[CH2:21][CH2:20][CH2:19]3)[cH:25][cH:26]1>>[CH2:1]([c:2]1[cH:3][cH:4][cH:5][cH:6][cH:7]1)[O:8][c:9]1[c:10]([CH:27]([CH3:28])[CH3:29])[cH:11][c:12]([O:13][c:14]2[c:15]([CH3:24])[cH:16][c:17]([O:23][CH2:31][C:32](=[O:33])[O:34][CH2:35][CH3:36])[c:18]3[c:22]2[CH2:21][CH2:20][CH2:19]3)[cH:25][cH:26]1. Starting materials: C(C)(C)(C)OC([C@H](CCC(C(=O)O)(CC1=NC=C(C=C1)O)C(=O)OC(C)(C)C)NC(=O)OC(C)(C)C)=O ((5S)-6-tert-butoxy-2-(tert-butoxycarbonyl)-5-[(tert-butoxycarbonyl)amino]-2-[(5-hydroxypyridin-2-yl)methyl]-6-oxohexanoic acid), 4-N,N-dimethylaminopyridine. Run in O1CCOCC1 (1,4-dioxan). Product: C(C)(C)(C)OC(=O)N[C@H](C(=O)OC(C)(C)C)CCC(C(=O)OC(C)(C)C)CC1=NC=C(C=C1)O (Di-tert-butyl (2S)-2-[(tert-butoxycarbonyl)amino]-5-[(5-hydroxypyridin-2-yl)methyl]hexanedioate). As a reaction SMILES: [C:1]([O:5][C:6](=[O:37])[C@@H:7]([NH:29][C:30]([O:32][C:33]([CH3:36])([CH3:35])[CH3:34])=[O:31])[CH2:8][CH2:9][C:10]([C:22]([O:24][C:25]([CH3:28])([CH3:27])[CH3:26])=[O:23])([CH2:14][C:15]1[CH:20]=[CH:19][C:18]([OH:21])=[CH:17][N:16]=1)C(O)=O)([CH3:4])([CH3:3])[CH3:2]>O1CCOCC1>[C:33]([O:32][C:30]([NH:29][C@@H:7]([CH2:8][CH2:9][CH:10]([CH2:14][C:15]1[CH:20]=[CH:19][C:18]([OH:21])=[CH:17][N:16]=1)[C:22]([O:24][C:25]([CH3:26])([CH3:27])[CH3:28])=[O:23])[C:6]([O:5][C:1]([CH3:4])([CH3:2])[CH3:3])=[O:37])=[O:31])([CH3:34])([CH3:35])[CH3:36]. Procedure: A solution of 220 mg of (5S)-6-tert-butoxy-2-(tert-butoxycarbonyl)-5-[(tert-butoxycarbonyl)amino]-2-[(5-hydroxypyridin-2-yl)methyl]-6-oxohexanoic acid (0.42 mmol) and 100 mg 4-N,N-dimethylaminopyridine (0.84 mmol) in 1,4-dioxan (10 mL) was heated under reflux for 2 hours. The mixture was evaporated and the residue was purified by column preparative HPLC (method C) to give two batches (107+49 mg; 78% combined yield) of the target compound. As a reaction SMILES: C(=O)([O-])[O-].[Na+].[Na+].Br[CH:8](Br)[C:9]([C:11]([F:14])([F:13])[F:12])=O.[NH2:16][CH:17]([C:21]1[CH:26]=[CH:25][C:24]([Cl:27])=[CH:23][C:22]=1[Cl:28])[C:18]([NH2:20])=[O:19].Cl>O>[Cl:28][C:22]1[CH:23]=[C:24]([Cl:27])[CH:25]=[CH:26][C:21]=1[C:17]1[C:18](=[O:19])[NH:20][C:9]([C:11]([F:14])([F:13])[F:12])=[CH:8][N:16]=1 |f:0.1.2|. Yields the product desired compound, ClC1=C(C=CC(=C1)Cl)C=1C(NC(=CN1)C(F)(F)F)=O (3-(2,4-dichlorophenyl)-6-trifluoromethyl-2-oxo-1,2-dihydropyrazine). Solvent: O (water), O (water). Starting materials: NC(C(=O)N)C1=C(C=C(C=C1)Cl)Cl (2-amino-2-(2,4-dichlorophenyl)acetamide), Cl (hydrochloric acid), C([O-])([O-])=O.[Na+].[Na+] (sodium carbonate), BrC(C(=O)C(F)(F)F)Br (1,1-dibromo-3,3,3-trifluoroacetone). Reaction conditions: time 30 minute. Procedure: To a mixed solution of 7.9 g of sodium carbonate and 31 ml of water was added dropwise 5.1 g of 1,1-dibromo-3,3,3-trifluoroacetone at such a rate that the temperature of the reaction mixture became not higher than 55° C. After completion of the dropwise addition, the mixture was stirred at room temperature for 30 minutes, followed by adding 39 ml of water and then 3.1 g of 2-amino-2-(2,4-dichlorophenyl)acetamide, and the reaction was allowed to proceed at 60° C. for 2 hours. After completion of ...